Dataset: the Open Reaction Database (ORD), a public repository of structured organic reaction records. Task: describe an organic reaction: reactants, conditions, products, and yield Reactants: CSCc1cc(F)cc2c(C(CCOS(C)(=O)=O)c3ccc(Cl)cc3Cl)c[nH]c12, CS(C)=O, N#C[K]. Product: CSCc1cc(F)cc2c(C(CCC#N)c3ccc(Cl)cc3Cl)c[nH]c12. RXN SMILES: [CH3:1][S:2]([O:3][CH2:6][CH2:7][CH:8]([c:9]1[cH:10][nH:11][c:12]2[c:13]([CH2:19][S:20][CH3:21])[cH:14][c:15]([F:18])[cH:16][c:17]12)[c:22]1[c:23]([Cl:29])[cH:24][c:25]([Cl:28])[cH:26][cH:27]1)(=[O:4])=[O:5].[CH3:33][S:34]([CH3:35])=[O:36].[K:30][C:31]#[N:32]>>[CH2:6]([CH2:7][CH:8]([c:9]1[cH:10][nH:11][c:12]2[c:13]([CH2:19][S:20][CH3:21])[cH:14][c:15]([F:18])[cH:16][c:17]12)[c:22]1[c:23]([Cl:29])[cH:24][c:25]([Cl:28])[cH:26][cH:27]1)[C:31]#[N:32]. Reactants: C(C1=CC=CC=C1)(=O)C1=C(C=CC=C1)N[C@H](C(=O)O)CC1=CC=C(C=C1)C1=CC(=CC=C1)N(C(=O)NCCCCCCC)C ((S)-2-(2-benzoylphenylamino)-3-[3′-(3-heptyl-1-methylureido)biphenyl-4-yl)propionic acid), C(C1=CC=CC=C1)(=O)CNCC=1C=C(C=CC1)C1=CC=C(C=C1)C[C@@H](C(=O)OCC)NC1=C(C=CC=C1)C(C1=CC=CC=C1)=O (ethyl (S)-3-{3′-[(benzoylmethylamino)methyl]biphenyl-4-yl}-2-(2-benzoylphenylamino)-propionate), [OH-].[Li+] (lithium hydroxide). The product is C(C1=CC=CC=C1)(=O)CNCC=1C=C(C=CC1)C1=CC=C(C=C1)C[C@@H](C(=O)O)NC1=C(C=CC=C1)C(C1=CC=CC=C1)=O ((S)-3-{3′-[(benzoylmethylamino)methyl]biphenyl-4-yl}-2-(2-benzoylphenylamino)propionic acid). Yield: 74.7%. RXN SMILES: C(C1C=CC=CC=1N[C@@H](CC1C=CC(C2C=CC=C(N(C)C(NCCCCCCC)=O)C=2)=CC=1)C(O)=O)(=O)C1C=CC=CC=1.[C:45]([CH2:53][NH:54][CH2:55][C:56]1[CH:57]=[C:58]([C:62]2[CH:67]=[CH:66][C:65]([CH2:68][C@H:69]([NH:75][C:76]3[CH:81]=[CH:80][CH:79]=[CH:78][C:77]=3[C:82](=[O:89])[C:83]3[CH:88]=[CH:87][CH:86]=[CH:85][CH:84]=3)[C:70]([O:72]CC)=[O:71])=[CH:64][CH:63]=2)[CH:59]=[CH:60][CH:61]=1)(=[O:52])[C:46]1[CH:51]=[CH:50][CH:49]=[CH:48][CH:47]=1.[OH-].[Li+]>>[C:45]([CH2:53][NH:54][CH2:55][C:56]1[CH:57]=[C:58]([C:62]2[CH:67]=[CH:66][C:65]([CH2:68][C@H:69]([NH:75][C:76]3[CH:81]=[CH:80][CH:79]=[CH:78][C:77]=3[C:82](=[O:89])[C:83]3[CH:84]=[CH:85][CH:86]=[CH:87][CH:88]=3)[C:70]([OH:72])=[O:71])=[CH:64][CH:63]=2)[CH:59]=[CH:60][CH:61]=1)(=[O:52])[C:46]1[CH:47]=[CH:48][CH:49]=[CH:50][CH:51]=1 |f:2.3|. Procedure: In a manner similar to the preparation of the (S)-2-(2-benzoylphenylamino)-3-[3′-(3-heptyl-1-methylureido)biphenyl-4-yl]propionic acid (Example 2), using 0.63 g (1.06 mmol) of ethyl (S)-3-{3′-[(benzoylmethylamino)methyl]biphenyl-4-yl}-2-(2-benzoylphenylamino)-propionate (Example 28g) and 55 mg (1.04 mmol) of lithium hydroxide, 0.45 g of (S)-3-{3′-[(benzoylmethylamino)methyl]biphenyl-4-yl}-2-(2-benzoylphenylamino)propionic acid is obtained with a 75% yield. Reactants: CC([C@@H](C(=O)NC)NC(=O)N1N=C(C=2CN(CCC21)C)C2=C(C=C(C(=C2)F)F)F)(C)C ((S)-N-(3,3-dimethyl-1-(methylamino)-1-oxobutan-2-yl)-5-methyl-3-(2,4,5-trifluorophenyl)-4,5,6,7-tetrahydro-1H-pyrazolo[4,3-c]pyridine-1-carboxamide), 2-fluoro-4-trifluoro-benzoyl chloride, FC1=C(C=CC(=C1)C(F)(F)F)C1=NNC2=C1CN(CC2)C(=O)OC(C)(C)C (tert-butyl 3-(2-fluoro-4-(trifluoromethyl)phenyl)-6,7-dihydro-1H-pyrazolo[4,3-c]pyridine-5(4H)-carboxylate), FC=1C=C(C=CC1F)C1=NNC2=C1CN(CC2)C(=O)OC(C)(C)C (tert-butyl 3-(3,4-difluorophenyl)-6,7-dihydro-1H-pyrazolo[4,3-c]pyridine-5(4H)-carboxylate). Yields the product CC([C@@H](C(=O)NC)NC(=O)N1N=C(C=2CN(CCC21)C)C2=C(C=C(C=C2)C(F)(F)F)F)(C)C ((S)-N-(3,3-dimethyl-1-(methylamino)-1-oxobutan-2-yl)-3-(2-fluoro-4-(trifluoromethyl)phenyl)-5-methyl-4,5,6,7-tetrahydro-1H-pyrazolo[4,3-c]pyridine-1-carboxamide). As a reaction SMILES: [CH3:1][C:2]([CH3:31])([CH3:30])[C@H:3]([NH:8][C:9](N1C2CCN(C)CC=2C(C2C=C(F)C(F)=CC=2F)=N1)=[O:10])[C:4]([NH:6][CH3:7])=[O:5].[F:32][C:33]1[CH:38]=[C:37]([C:39]([F:42])([F:41])[F:40])[CH:36]=[CH:35][C:34]=1[C:43]1[C:47]2[CH2:48][N:49](C(OC(C)(C)C)=O)[CH2:50][CH2:51][C:46]=2[NH:45][N:44]=1.F[C:60]1C=C(C2C3CN(C(OC(C)(C)C)=O)CCC=3NN=2)C=CC=1F>>[CH3:1][C:2]([CH3:30])([CH3:31])[C@H:3]([NH:8][C:9]([N:45]1[C:46]2[CH2:51][CH2:50][N:49]([CH3:60])[CH2:48][C:47]=2[C:43]([C:34]2[CH:35]=[CH:36][C:37]([C:39]([F:41])([F:42])[F:40])=[CH:38][C:33]=2[F:32])=[N:44]1)=[O:10])[C:4]([NH:6][CH3:7])=[O:5]. Procedure: Compound 43 was prepared according to the procedure described for the synthesis of compound 37 by replacing intermediate 19 with tert-butyl 3-(2-fluoro-4-(trifluoromethyl)phenyl)-6,7-dihydro-1H-pyrazolo[4,3-c]pyridine-5(4H)-carboxylate, which was prepared according to the procedure described for the synthesis of intermediate 15 by replacing 3,4-difluorobenzoyl chloride with 2-fluoro-4-trifluoro-benzoyl chloride. 1H NMR (CDCl3) δ 7.92 (d, J=9.4 Hz, 1H), 7.83 (t, J=7.5 Hz, 1H), 7.50 (d, J=7.5 Hz, ...